This data is from the Open Reaction Database (ORD), a public repository of structured organic reaction records. The task is: describe an organic reaction: reactants, conditions, products, and yield RXN SMILES: [Br:12][c:13]1[cH:14][c:15]([CH:19]([OH:20])[c:21]2[cH:22][cH:23][c:24]([O:27][CH2:28][CH3:29])[cH:25][cH:26]2)[cH:16][n:17][cH:18]1.[CH:8]([Cl:9])([Cl:10])[Cl:11].[OH2:30].[OH:1][C:2]([C:3]([F:4])([F:5])[F:6])=[O:7]>>[Br:12][c:13]1[cH:14][c:15]([CH2:19][c:21]2[cH:22][cH:23][c:24]([O:27][CH2:28][CH3:29])[cH:25][cH:26]2)[cH:16][n:17][cH:18]1. The product is CCOc1ccc(Cc2cncc(Br)c2)cc1. The reactants are CCOc1ccc(C(O)c2cncc(Br)c2)cc1, ClC(Cl)Cl, O, O=C(O)C(F)(F)F. Reactants: C(C)I (EtI), OC1=CC=C(C=O)C=C1 (4-hydroxybenzaldehyde), COC=1C=C(C=O)C=CC1O (3-methoxy-4-hydroxybenzaldehyde), BrCCC (1-bromopropane). The product is C(C)OC1=C(C=C(C=O)C=C1)OC (4-Ethoxy-3-methoxybenzaldehyde). The yield is 90.0%. As a reaction SMILES: [CH2:1](I)[CH3:2].[CH3:4][O:5][C:6]1[CH:7]=[C:8]([CH:11]=[CH:12][C:13]=1[OH:14])[CH:9]=[O:10].BrCCC.OC1C=CC(C=O)=CC=1>>[CH2:1]([O:14][C:13]1[CH:12]=[CH:11][C:8]([CH:9]=[O:10])=[CH:7][C:6]=1[O:5][CH3:4])[CH3:2]. Procedure: When the EtI and 3-methoxy-4-hydroxybenzaldehyde was substituted for 1-bromopropane and 4-hydroxybenzaldehyde respectively in Example 49, Step A, the identical process afforded the title compound in 90% yield, as light yellow oil. 1H-NMR (CDCl3) 1.49 (tr, 3H, J=6.98 Hz); 3.91 (s, 3H); 4.17 (q, 2H, J=14, 7 Hz); 6.94 (d, 1H, J=8.09 Hz); 7.38-7.43 (m, 2H); 9.02 (s, 1H).